Dataset: the Open Reaction Database (ORD), a public repository of structured organic reaction records. Task: describe an organic reaction: reactants, conditions, products, and yield Starting materials: C1CCOC1, COC(=O)C(C)(C)c1cc(-c2cc(NCCc3ccc(OC(F)(F)F)cc3)nc(OC)n2)ccc1F, CO, [Na+], [OH-], O. Yields the product COc1nc(NCCc2ccc(OC(F)(F)F)cc2)cc(-c2ccc(F)c(C(C)(C)C(=O)O)c2)n1. As a reaction SMILES: [CH2:42]1[O:43][CH2:44][CH2:45][CH2:46]1.[CH3:1][O:2][C:3]([C:4]([CH3:5])([CH3:6])[c:7]1[c:8]([F:35])[cH:9][cH:10][c:11](-[c:13]2[n:14][c:15]([O:33][CH3:34])[n:16][c:17]([NH:19][CH2:20][CH2:21][c:22]3[cH:23][cH:24][c:25]([O:28][C:29]([F:30])([F:31])[F:32])[cH:26][cH:27]3)[cH:18]2)[cH:12]1)=[O:36].[CH3:40][OH:41].[Na+:38].[OH-:37].[OH2:39]>>[O:2]=[C:3]([C:4]([CH3:5])([CH3:6])[c:7]1[c:8]([F:35])[cH:9][cH:10][c:11](-[c:13]2[n:14][c:15]([O:33][CH3:34])[n:16][c:17]([NH:19][CH2:20][CH2:21][c:22]3[cH:23][cH:24][c:25]([O:28][C:29]([F:30])([F:31])[F:32])[cH:26][cH:27]3)[cH:18]2)[cH:12]1)[OH:36].